Dataset: the Open Reaction Database (ORD), a public repository of structured organic reaction records. Task: describe an organic reaction: reactants, conditions, products, and yield Starting materials: anhydride, C(CCCC)(=O)OC(CCCC)=O (pentanoic anhydride), C(CCC)(=O)OC(CCC)=O (butyric anhydride), C(C)(=O)OC(C)=O (acetic acid anhydride), C(C)(=O)OC(C)=O (acetic acid anhydride), anhydride, C(C)(=O)OC(C)=O (acetic acid anhydride), C(CC)(=O)OC(CC)=O (propionic anhydride), C(CCCCC)(=O)OC(CCCCC)=O (hexanoic anhydride). Product: CC(=O)OCCCCO (CH3C(O)O—(CH2)4—OH). RXN SMILES: [C:1]([O:4][C:5](=[O:7])[CH3:6])(=O)[CH3:2].[C:8](OC(=O)CC)(=[O:11])[CH2:9]C.C(OC(=O)CCC)(=O)CCC.C(OC(=O)CCCC)(=O)CCCC.C(OC(=O)CCCCC)(=O)CCCCC>>[CH3:6][C:5]([O:4][CH2:1][CH2:2][CH2:9][CH2:8][OH:11])=[O:7]. Procedure details: The anhydride may be, but not limited to, acetic acid anhydride, propionic anhydride, butyric anhydride, pentanoic anhydride or hexanoic anhydride. Preferably, the anhydride is acetic acid anhydride. According to an embodiment, the esterification of 1,4-bunediol is performed with acetic acid anhydride to form CH3C(O)O—(CH2)4—OH.